The task is: describe an organic reaction: reactants, conditions, products, and yield. This data is from the Open Reaction Database (ORD), a public repository of structured organic reaction records. RXN SMILES: [CH3:1][O:2][C:3]1[N:11]=[C:10]([O:12][CH3:13])[CH:9]=[CH:8][C:4]=1[C:5]([OH:7])=O.[CH:14]1([CH2:17][N:18]2[C:26]3[N:25]=[C:24]([CH2:27][C:28]4[CH:33]=[CH:32][C:31]([NH:34][CH3:35])=[CH:30][CH:29]=4)[NH:23][C:22]=3[C:21](=[O:36])[N:20]([CH2:37][C:38]3[CH:43]=[CH:42][CH:41]=[CH:40][C:39]=3[F:44])[C:19]2=[O:45])[CH2:16][CH2:15]1>CN(C)C1C=CN=CC=1.C(N(CC)CC)C>[CH:14]1([CH2:17][N:18]2[C:26]3[N:25]=[C:24]([CH2:27][C:28]4[CH:29]=[CH:30][C:31]([N:34]([CH3:35])[C:5](=[O:7])[C:4]5[CH:8]=[CH:9][C:10]([O:12][CH3:13])=[N:11][C:3]=5[O:2][CH3:1])=[CH:32][CH:33]=4)[NH:23][C:22]=3[C:21](=[O:36])[N:20]([CH2:37][C:38]3[CH:43]=[CH:42][CH:41]=[CH:40][C:39]=3[F:44])[C:19]2=[O:45])[CH2:16][CH2:15]1. The reagents and catalysts are CN(C1=CC=NC=C1)C (4-dimethylaminopyridine). The product is C1(CC1)CN1C(N(C(C=2NC(=NC12)CC1=CC=C(C=C1)N(C(C1=C(N=C(C=C1)OC)OC)=O)C)=O)CC1=C(C=CC=C1)F)=O (N-{4-[3-cyclopropylmethyl-1-(2-fluorobenzyl)-2,6-dioxo-2,3,6,7-tetrahydro-1H-purin-8-ylmethyl]-phenyl}-2,6-dimethoxy-N-methyl-nicotinamide). Reactants: COC1=C(C(=O)O)C=CC(=N1)OC (2,6-dimethoxynicotinic acid), final reagents, C1(CC1)CN1C(N(C(C=2NC(=NC12)CC1=CC=C(C=C1)NC)=O)CC1=C(C=CC=C1)F)=O (3-cyclopropylmethyl-8-[4-(methylamino)-benzyl]-1-(2-fluorobenzyl)-3,7-dihydropurine-2,6-dione). Run in C(C)N(CC)CC (triethylamine). Reported procedure: This compound was prepared by a method similar to that described in example 79 except that 2,6-dimethoxynicotinic acid (Aldrich) was used in place of N-acetyl-6-amino-2-pyridine carboxylic acid, the reaction was performed using 1 equivalent of 3-cyclopropylmethyl-8-[4-(methylamino)-benzyl]-1-(2-fluorobenzyl)-3,7-dihydropurine-2,6-dione and excess triethylamine and a catalytic amount of 4-dimethylaminopyridine were added as the final reagents to the reaction mixture. The product was purified by c... Starting materials: ClC1=CC=C2C(=CC=NC2=C1)C (7-chlorolepidine), CI (CH3I), C(C)OCC (diethyl ether). Run in CC#N (CH3CN). The product is [I-].ClC1=CC=C2C(=CC=[N+](C2=C1)C)C (7-chloro-1-methyllepidinium iodide). As a reaction SMILES: [Cl:1][C:2]1[CH:11]=[C:10]2[C:5]([C:6]([CH3:12])=[CH:7][CH:8]=[N:9]2)=[CH:4][CH:3]=1.C[I:14].[CH2:15](OCC)C>CC#N>[I-:14].[Cl:1][C:2]1[CH:11]=[C:10]2[C:5]([C:6]([CH3:12])=[CH:7][CH:8]=[N+:9]2[CH3:15])=[CH:4][CH:3]=1 |f:4.5|. Reported procedure: A portion of the 7-chlorolepidine (80 mg) prepared as above was methylated by heating with CH3I (0.5 ml) in CH3CN (1 ml) at reflux for two hours. The mixture was treated with diethyl ether, followed by centrifugation, to give a yellow powder.